From a dataset of the Open Reaction Database (ORD), a public repository of structured organic reaction records. describe an organic reaction: reactants, conditions, products, and yield Starting materials: O1CC1CCCC (1,2-epoxyhexane), N1C=NC=C1 (imidazole). Solvent: C(C)#N (acetonitrile). Product: N1(C=NC=C1)CC(CCCC)O (1-(1H-imidazol-1-yl)-2-hexanol). Isolated yield 63.0%. As a reaction SMILES: [O:1]1[CH:3]([CH2:4][CH2:5][CH2:6][CH3:7])[CH2:2]1.[NH:8]1[CH:12]=[CH:11][N:10]=[CH:9]1>C(#N)C>[N:8]1([CH2:2][CH:3]([OH:1])[CH2:4][CH2:5][CH2:6][CH3:7])[CH:12]=[CH:11][N:10]=[CH:9]1. Procedure: A solution of 1,2-epoxyhexane (2.0 mL, 17 mmol) and imidazole (1.08 g, 16 mmol) in acetonitrile (14 mL) was stirred at reflux for 19 h. The mixture was concentrated, taken up in 2.5 M aqueous hydrochloric acid (15 mL), washed with ethyl acetate (3×6 mL), basified with sodium carbonate and extracted with ethyl acetate (3×6 mL). The combined extracts were dried (Na2SO4) and concentrated. The residue was purified by flash column chromatography (SiO2, CH2Cl2-methanol-ammonium hydroxide 80:20:1) to g... Starting materials: COc1cc2nc(C)nc(Oc3ccc([N+](=O)[O-])cc3)c2cc1OC, CCO, O=C[O-], [NH4+]. Product: COc1cc2nc(C)nc(Oc3ccc(N)cc3)c2cc1OC. As a reaction SMILES: [CH3:1][O:2][c:3]1[cH:4][c:5]2[c:6]([O:16][c:17]3[cH:18][cH:19][c:20]([N+:23]([O-:24])=[O:25])[cH:21][cH:22]3)[n:7][c:8]([CH3:15])[n:9][c:10]2[cH:11][c:12]1[O:13][CH3:14].[CH3:30][CH2:31][OH:32].[CH:26]([O-:27])=[O:28].[NH4+:29]>>[CH3:1][O:2][c:3]1[cH:4][c:5]2[c:6]([O:16][c:17]3[cH:18][cH:19][c:20]([NH2:23])[cH:21][cH:22]3)[n:7][c:8]([CH3:15])[n:9][c:10]2[cH:11][c:12]1[O:13][CH3:14]. Starting materials: C(C)(C)(C)OC(=O)N[C@H](C(CC(=O)OCC)=O)C(C)C (ethyl(S)-4-((tert-butoxycarbonyl)amino)-5-methyl-3-oxohexanoate), C(C)(C)(C)OC(=O)NC(C(=O)O)C1COCC1 (2-((tert-butoxycarbonyl)amino)-2-(tetrahydrofuran-3-yl)acetic acid). The product is C(C)OC(CC(C(C1COCC1)NC(=O)OC(C)(C)C)=O)=O (Ethyl4-((tert-butoxycarbonyl)amino)-3-oxo-4-(tetrahydrofuran-3-yl)butanoate). As a reaction SMILES: [C:1]([O:5][C:6]([NH:8][C@@H:9]([CH:18]([CH3:20])[CH3:19])[C:10](=[O:17])[CH2:11][C:12]([O:14][CH2:15][CH3:16])=[O:13])=[O:7])([CH3:4])([CH3:3])[CH3:2].[C:21]([O:25]C(NC(C1CCOC1)C(O)=O)=O)(C)(C)C>>[CH2:15]([O:14][C:12](=[O:13])[CH2:11][C:10](=[O:17])[CH:9]([NH:8][C:6]([O:5][C:1]([CH3:2])([CH3:3])[CH3:4])=[O:7])[CH:18]1[CH2:19][CH2:21][O:25][CH2:20]1)[CH3:16]. Reported procedure: Procedure same as that for ethyl(S)-4-((tert-butoxycarbonyl)amino)-5-methyl-3-oxohexanoate, using 2-((tert-butoxycarbonyl)amino)-2-(tetrahydrofuran-3-yl)acetic acid as a starting material. 1H NMR (CD3OD, 400 MHz): δ 4.25-4.13 (m, 3H), 4.00-3.45 (m, 4H), 2.75-2.65 (m, 1H), 2.12-1.98 (m, 1H), 1.77-1.62 (m, 1H), 1.49 (s 9H), 1.30 (t, J=7.2 Hz, 3H). Starting materials: C(C)OC(C1=C(C=C(C=C1)Br)CN(CC(=O)OCC)OC1=C(C=C(C=C1)OC)OC)=O (4-bromo-2-{[(2,4-dimethoxy-phenoxy)-ethoxycarbonylmethyl-amino]-methyl}-benzoic acid ethyl ester), N1=CC(=CC=C1)O (pyridin-3-ol), CC(C)(C(CC(C(C)(C)C)=O)=O)C (2,2,6,6-tetramethyl-heptane-3,5-dione), C([O-])([O-])=O.[Cs+].[Cs+] (cesium carbonate), CN1CCCC1=O (NMP). Reagents/catalysts: Cl[Cu] (CuCl). The solvent is CCOC(=O)C (EtOAc). Run at temperature 130 celsius. Yields the product C(C)OC(C1=C(C=C(C=C1)OC=1C=NC=CC1)CN(CC(=O)OCC)CC1=C(C=C(C=C1)OC)OC)=O (2-{[(2,4-Dimethoxy-benzyl)-ethoxycarbonylmethyl-amino]-methyl}-4-(pyridin-3-yloxy)-benzoic acid ethyl ester). RXN SMILES: [CH2:1]([O:3][C:4](=[O:31])[C:5]1[CH:10]=[CH:9][C:8](Br)=[CH:7][C:6]=1[CH2:12][N:13](OC1C=CC(OC)=CC=1OC)[CH2:14][C:15]([O:17][CH2:18][CH3:19])=[O:16])[CH3:2].[N:32]1[CH:37]=[CH:36][CH:35]=[C:34]([OH:38])[CH:33]=1.C[C:40]([CH3:51])([C:42](=O)[CH2:43][C:44](=[O:49])[C:45]([CH3:48])(C)C)C.[C:52](=[O:55])([O-])[O-].[Cs+].[Cs+].[CH3:58]N1C(=O)CCC1>CCOC(C)=O.Cl[Cu]>[CH2:1]([O:3][C:4](=[O:31])[C:5]1[CH:10]=[CH:9][C:8]([O:38][C:34]2[CH:33]=[N:32][CH:37]=[CH:36][CH:35]=2)=[CH:7][C:6]=1[CH2:12][N:13]([CH2:51][C:40]1[CH:42]=[CH:43][C:44]([O:49][CH3:58])=[CH:45][C:48]=1[O:55][CH3:52])[CH2:14][C:15]([O:17][CH2:18][CH3:19])=[O:16])[CH3:2] |f:3.4.5|. Procedure: A mixture of 4-bromo-2-{[(2,4-dimethoxy-phenoxy)-ethoxycarbonylmethyl-amino]-methyl}-benzoic acid ethyl ester (3.292 g), pyridin-3-ol (887 mg), CuCl (330 mg), 2,2,6,6-tetramethyl-heptane-3,5-dione (TMHD, 0.26 mL), cesium carbonate (3.26 g) in NMP (6 mL) was heated at 130° C. for 24 h. Then the reaction was cooled, diluted with EtOAc, solids were filtered off, filtrate was washed with water, diluted NaCl solution, dried over sodium sulfate, filtered off, concentrated; the residue was column purif... Reported procedure: The title compound was synthesized in analogy to Example 1 from 7-Bromo-3-(4-chloro-phenyl)-4-hydroxy-isothiazolo[5,4-c]pyridine-5-carboxylic acid ethyl ester and phenylboronic acid: MS (m/z) 411.1 (M+1). Reaction SMILES: [CH2:1]([O:3][C:4]([C:6]1[C:7]([OH:23])=[C:8]2[C:15]([C:16]3[CH:21]=[CH:20][C:19]([Cl:22])=[CH:18][CH:17]=3)=[N:14][S:13][C:9]2=[C:10](Br)[N:11]=1)=[O:5])[CH3:2].[C:24]1(B(O)O)[CH:29]=[CH:28][CH:27]=[CH:26][CH:25]=1>>[CH2:1]([O:3][C:4]([C:6]1[C:7]([OH:23])=[C:8]2[C:15]([C:16]3[CH:21]=[CH:20][C:19]([Cl:22])=[CH:18][CH:17]=3)=[N:14][S:13][C:9]2=[C:10]([C:24]2[CH:29]=[CH:28][CH:27]=[CH:26][CH:25]=2)[N:11]=1)=[O:5])[CH3:2]. Yields the product C(C)OC(=O)C=1C(=C2C(=C(N1)C1=CC=CC=C1)SN=C2C2=CC=C(C=C2)Cl)O (3-(4-Chloro-phenyl)-4-hydroxy-7-phenyl-isothiazolo[5,4-c]pyridine-5-carboxylic acid ethyl ester). The reactants are C(C)OC(=O)C=1C(=C2C(=C(N1)Br)SN=C2C2=CC=C(C=C2)Cl)O (7-Bromo-3-(4-chloro-phenyl)-4-hydroxy-isothiazolo[5,4-c]pyridine-5-carboxylic acid ethyl ester), C1(=CC=CC=C1)B(O)O (phenylboronic acid). Reactants: ClC=1C=C(C=CC1Cl)B(O)O ((3,4-dichloro-phenyl)boronic acid), BrC1=CC=C(C=C1)C(CCC(=O)OC)=O (4-(4-bromo-phenyl)-4-oxo-butyric acid, methyl ester), C1(=CC=CC=C1)P(C1=CC=CC=C1)C1=CC=CC=C1 (triphenylphosphine), C([O-])([O-])=O.[Na+].[Na+] (sodium carbonate). The reagents and catalysts are C=1C=CC(=CC1)[P](C=2C=CC=CC2)(C=3C=CC=CC3)[Pd]([P](C=4C=CC=CC4)(C=5C=CC=CC5)C=6C=CC=CC6)([P](C=7C=CC=CC7)(C=8C=CC=CC8)C=9C=CC=CC9)[P](C=1C=CC=CC1)(C=1C=CC=CC1)C=1C=CC=CC1 (tetrakis), [Pd] (palladium(0)). Run in C1(=CC=CC=C1)C (toluene). Product: ClC=1C=C(C=CC1Cl)C1=CC=C(C=C1)C(CCC(=O)OC)=O (4-(3′,4′-Dichloro-biphenyl-4-yl)-4-oxo-butyric acid, methyl ester). Reaction SMILES: [Cl:1][C:2]1[CH:3]=[C:4](B(O)O)[CH:5]=[CH:6][C:7]=1[Cl:8].Br[C:13]1[CH:18]=[CH:17][C:16]([C:19](=[O:26])[CH2:20][CH2:21][C:22]([O:24][CH3:25])=[O:23])=[CH:15][CH:14]=1.C1(P(C2C=CC=CC=2)C2C=CC=CC=2)C=CC=CC=1.C(=O)([O-])[O-].[Na+].[Na+]>C1(C)C=CC=CC=1.C1C=CC([P]([Pd]([P](C2C=CC=CC=2)(C2C=CC=CC=2)C2C=CC=CC=2)([P](C2C=CC=CC=2)(C2C=CC=CC=2)C2C=CC=CC=2)[P](C2C=CC=CC=2)(C2C=CC=CC=2)C2C=CC=CC=2)(C2C=CC=CC=2)C2C=CC=CC=2)=CC=1.[Pd]>[Cl:1][C:2]1[CH:3]=[C:4]([C:13]2[CH:14]=[CH:15][C:16]([C:19](=[O:26])[CH2:20][CH2:21][C:22]([O:24][CH3:25])=[O:23])=[CH:17][CH:18]=2)[CH:5]=[CH:6][C:7]=1[Cl:8] |f:3.4.5,^1:62,64,83,102|. Reported procedure: In a manner similar to Example 12, Step (b), (3,4-dichloro-phenyl)boronic acid (1.0569 g, 0.005539 mol) was allowed to react with 4-(4-bromo-phenyl)-4-oxo-butyric acid, methyl ester (1.3636 g, 0.005019 mol) in the presence of tetrakis(triphenylphosphine(palladium(0) (0.1054 g, 0.0000912 mol) and 2.0 M aqueous sodium carbonate (5.5 mL, 0.011 mol) in toluene (11 mL) to give, after chromatography on silica gel (270 g, 230-400 mesh), eluting with hexanes-acetone (7:1) 1.432 g of 4-(3′,4′-dichloro-bi... Reactants: FC=1C=C(C=C(C1)F)C(C(=O)O)F (3,5-difluorophenyl-α-fluoroacetic acid), N[C@@H](C)C(=O)NC1C(N(C2=C(C(=N1)C1=CC=CC=C1)C=CC=C2)C)=O (3-(L-alaninyl)amino-2,3-dihydro-1-methyl-5-phenyl-1H-1,4-benzodiazepin-2-one). Product: FC=1C=C(C=C(C1)F)C(C(=O)N[C@@H](C)C(=O)NC1C(N(C2=C(C(=N1)C1=CC=CC=C1)C=CC=C2)C)=O)F (3-[N′-(3,5-Difluorophenyl-α-fluoroacetyl)-L-alaninyl]amino-2,3-dihydro-1-methyl-5-phenyl-1H-1,4-benzodiazepin-2-one). RXN SMILES: [F:1][C:2]1[CH:3]=[C:4]([CH:9]([F:13])[C:10]([OH:12])=O)[CH:5]=[C:6]([F:8])[CH:7]=1.[NH2:14][C@H:15]([C:17]([NH:19][CH:20]1[N:26]=[C:25]([C:27]2[CH:32]=[CH:31][CH:30]=[CH:29][CH:28]=2)[C:24]2[CH:33]=[CH:34][CH:35]=[CH:36][C:23]=2[N:22]([CH3:37])[C:21]1=[O:38])=[O:18])[CH3:16]>>[F:8][C:6]1[CH:5]=[C:4]([CH:9]([F:13])[C:10]([NH:14][C@H:15]([C:17]([NH:19][CH:20]2[N:26]=[C:25]([C:27]3[CH:32]=[CH:31][CH:30]=[CH:29][CH:28]=3)[C:24]3[CH:33]=[CH:34][CH:35]=[CH:36][C:23]=3[N:22]([CH3:37])[C:21]2=[O:38])=[O:18])[CH3:16])=[O:12])[CH:3]=[C:2]([F:1])[CH:7]=1. Procedure: Following General Procedure D above using 3,5-difluorophenyl-α-fluoroacetic acid (Example S) and 3-(L-alaninyl)amino-2,3-dihydro-1-methyl-5-phenyl-1H-1,4-benzodiazepin-2-one (Example 8-Y), the title compound was prepared as a solid. The product was purified by LC 2000 chromatography, eluting with hexanes/ethyl acetate (35:65). The reactants are C(\C=C\C(=O)[O-])(=O)OCCCCCCCCCCCCCCCCCC.[Na+] (sodium stearyl fumarate), CC(=O)CC(C1=CC=CC=C1)C2=C(C3=CC=CC=C3OC2=O)[O-].[Na+] (sodium warfarin), CC(=O)OC=1C=CC=CC1C(=O)O (aspirin), cellulose, sodium starch glycolate, C(\C=C\C(=O)[O-])(=O)OCCCCCCCCCCCCCCCCCC.[Na+] (sodium stearyl fumarate), CC(=O)CC(C1=CC=CC=C1)C2=C(C3=CC=CC=C3OC2=O)[O-].[Na+] (sodium warfarin), CC(=O)CC(C1=CC=CC=C1)C2=C(C3=CC=CC=C3OC2=O)[O-].[Na+] (sodium warfarin), cellulose, sodium starch glycolate, cellulose, CC(=O)OC=1C=CC=CC1C(=O)O (aspirin). Run at time 3 minute. The product is CC(=O)OC=1C=CC=CC1C(=O)O.CC(=O)CC(C1=CC=CC=C1)C2=C(C3=CC=CC=C3OC2=O)[O-].[Na+] (Aspirin Sodium Warfarin). As a reaction SMILES: [CH3:1][C:2]([O:4][C:5]1[CH:6]=[CH:7][CH:8]=[CH:9][C:10]=1[C:11]([OH:13])=[O:12])=[O:3].[CH3:14][C:15]([CH2:17][CH:18]([C:25]1[C:34](=[O:35])[O:33][C:32]2[C:27](=[CH:28][CH:29]=[CH:30][CH:31]=2)[C:26]=1[O-:36])[C:19]1[CH:24]=[CH:23][CH:22]=[CH:21][CH:20]=1)=[O:16].[Na+:37].C(OCCCCCCCCCCCCCCCCCC)(=O)/C=C/C([O-])=O.[Na+]>>[CH3:1][C:2]([O:4][C:5]1[CH:6]=[CH:7][CH:8]=[CH:9][C:10]=1[C:11]([OH:13])=[O:12])=[O:3].[CH3:14][C:15]([CH2:17][CH:18]([C:25]1[C:34](=[O:35])[O:33][C:32]2[C:27](=[CH:28][CH:29]=[CH:30][CH:31]=2)[C:26]=1[O-:36])[C:19]1[CH:24]=[CH:23][CH:22]=[CH:21][CH:20]=1)=[O:16].[Na+:37] |f:1.2,3.4,5.6.7|. Procedure: Prior to weighing, pass all ingredients though an appropriate screen as needed. Weight all ingredients and place the sustained release coated aspirin, one-half of the microcrystalline cellulose, colloidal silica and sodium starch glycolate into a twin-shell blender, and mix for about 15 minutes. Combine the sodium warfarin with the remaining microcrystalline cellulose, colloidal silica, and sodium starch glycolate and mix for about 15 minutes. Add one-half of the sodium stearyl fumarate to the s...